Dataset: the Open Reaction Database (ORD), a public repository of structured organic reaction records. Task: describe an organic reaction: reactants, conditions, products, and yield Starting materials: Cl.C(C)(C)(C)C1=CC(=C(C=N1)C=1N([C@]([C@](N1)(C)C1=CC=C(C=C1)Cl)(C)C1=CC=C(C=C1)Cl)C(=O)N1CCN(CC1)CC(=O)O)OCC ({4-[(4S,5R)-2-(6-tert-Butyl-4-ethoxy-pyridin-3-yl)-4,5-bis-(4-chloro-phenyl)-4,5-dimethyl-4,5-dihydro-imidazole-1-carbonyl]-piperazin-1-yl}-acetic acid hydrochloride), N1CC(C1)O (azetidin-3-ol). The product is C(C)(C)(C)C1=CC(=C(C=N1)C=1N([C@]([C@](N1)(C)C1=CC=C(C=C1)Cl)(C)C1=CC=C(C=C1)Cl)C(=O)N1CCN(CC1)CC(=O)N1CC(C1)O)OCC (2-{4-[(4S,5R)-2-(6-tert-Butyl-4-ethoxy-pyridin-3-yl)-4,5-bis-(4-chloro-phenyl)-4,5-dimethyl-4,5-dihydro-imidazole-1-carbonyl]-piperazin-1-yl}-1-(3-hydroxy-azetidin-1-yl)-ethanone). Reaction SMILES: Cl.[C:2]([C:6]1[N:11]=[CH:10][C:9]([C:12]2[N:13]([C:33]([N:35]3[CH2:40][CH2:39][N:38]([CH2:41][C:42]([OH:44])=O)[CH2:37][CH2:36]3)=[O:34])[C@@:14]([C:26]3[CH:31]=[CH:30][C:29]([Cl:32])=[CH:28][CH:27]=3)([CH3:25])[C@@:15]([C:18]3[CH:23]=[CH:22][C:21]([Cl:24])=[CH:20][CH:19]=3)([CH3:17])[N:16]=2)=[C:8]([O:45][CH2:46][CH3:47])[CH:7]=1)([CH3:5])([CH3:4])[CH3:3].[NH:48]1[CH2:51][CH:50]([OH:52])[CH2:49]1>>[C:2]([C:6]1[N:11]=[CH:10][C:9]([C:12]2[N:13]([C:33]([N:35]3[CH2:36][CH2:37][N:38]([CH2:41][C:42]([N:48]4[CH2:51][CH:50]([OH:52])[CH2:49]4)=[O:44])[CH2:39][CH2:40]3)=[O:34])[C@@:14]([C:26]3[CH:27]=[CH:28][C:29]([Cl:32])=[CH:30][CH:31]=3)([CH3:25])[C@@:15]([C:18]3[CH:19]=[CH:20][C:21]([Cl:24])=[CH:22][CH:23]=3)([CH3:17])[N:16]=2)=[C:8]([O:45][CH2:46][CH3:47])[CH:7]=1)([CH3:3])([CH3:4])[CH3:5] |f:0.1|. Procedure details: In a manner analogous to the method described in examples 99, {4-[(4S,5R)-2-(6-tert-butyl-4-ethoxy-pyridin-3-yl)-4,5-bis-(4-chloro-phenyl)-4,5-dimethyl-4,5-dihydro-imidazole-1-carbonyl]-piperazin-1-yl}-acetic acid hydrochloride (example 94) was coupled with azetidin-3-ol (Oakwood) to give the title compound. HR-MS (ES, m/z) calculated for C38H47Cl2N6O4 [(M+H)+] 721.3031, observed 721.3034. Reactants: CC(C)c1cc(-c2cccc(CNc3ccc(S(C)(=O)=O)cc3)c2)c2ncccc2c1, BrCC1CC1, [H-], [Na+], CN(C)C=O. The product is CC(C)c1cc(-c2cccc(CN(CC3CC3)c3ccc(S(C)(=O)=O)cc3)c2)c2ncccc2c1. Reaction SMILES: [CH:1]([CH3:2])([CH3:3])[c:4]1[cH:5][c:6]2[cH:7][cH:8][cH:9][n:10][c:11]2[c:12](-[c:14]2[cH:15][c:16]([CH2:17][NH:18][c:19]3[cH:20][cH:21][c:22]([S:25](=[O:26])(=[O:27])[CH3:28])[cH:23][cH:24]3)[cH:29][cH:30][cH:31]2)[cH:13]1.[CH:34]1([CH2:37][Br:38])[CH2:35][CH2:36]1.[H-:33].[Na+:32].[O:39]=[CH:40][N:41]([CH3:42])[CH3:43]>>[CH:1]([CH3:2])([CH3:3])[c:4]1[cH:5][c:6]2[cH:7][cH:8][cH:9][n:10][c:11]2[c:12](-[c:14]2[cH:15][c:16]([CH2:17][N:18]([c:19]3[cH:20][cH:21][c:22]([S:25](=[O:26])(=[O:27])[CH3:28])[cH:23][cH:24]3)[CH2:37][CH:34]3[CH2:35][CH2:36]3)[cH:29][cH:30][cH:31]2)[cH:13]1. The product is C(C1=CC=CC=C1)OC(=O)N1CCC(CC1)C1=NC(=C2N1C=CN=C2Cl)C2=CC=C1C=CC(=NC1=C2)C2=CC=CC=C2 (4-[8-chloro-1-(2-phenyl-quinolin-7-yl)-imidazo[1,5-a]pyrazin-3-yl]-piperidine-1-carboxylic acid benzyl ester). Starting materials: CN(C)C=O (DMF), C(C1=CC=CC=C1)OC(=O)N1CCC(CC1)C(NC(C1=CC=C2C=CC(=NC2=C1)C1=CC=CC=C1)C1=NC=CN=C1Cl)=O (4-{[(3-Chloro-pyrazin-2-yl)-(2-phenyl-quinolin-7-yl)-methyl]-carbamoyl}-piperidine-1-carboxylic acid benzyl ester), O=P(Cl)(Cl)Cl (POCl3). Procedure details: 4-{[(3-Chloro-pyrazin-2-yl)-(2-phenyl-quinolin-7-yl)-methyl]-carbamoyl}-piperidine-1-carboxylic acid benzyl ester (2.1 g, 3.6 mmol) was dissolved in CH3CN (126.0 mL) and DMF (0.4 mL) in a round bottom flask equipped with a condenser. The reaction was charged with POCl3 (1.7 mL, 17.9 mmol) and stirred at 55° C. for 3 h. The reaction mixture was concentrated in vacuo, redissolved in DCM, cooled to 0° C., and charged with 2M NH3 in isopropanol to basic pH. Hydromatrix was added, the mixture was con... Run in CC#N (CH3CN). Run at temperature 55 celsius, time 3 hour. RXN SMILES: [CH2:1]([O:8][C:9]([N:11]1[CH2:16][CH2:15][CH:14]([C:17](=O)[NH:18][CH:19]([C:36]2[C:41]([Cl:42])=[N:40][CH:39]=[CH:38][N:37]=2)[C:20]2[CH:29]=[C:28]3[C:23]([CH:24]=[CH:25][C:26]([C:30]4[CH:35]=[CH:34][CH:33]=[CH:32][CH:31]=4)=[N:27]3)=[CH:22][CH:21]=2)[CH2:13][CH2:12]1)=[O:10])[C:2]1[CH:7]=[CH:6][CH:5]=[CH:4][CH:3]=1.CN(C=O)C.O=P(Cl)(Cl)Cl>CC#N>[CH2:1]([O:8][C:9]([N:11]1[CH2:12][CH2:13][CH:14]([C:17]2[N:37]3[CH:38]=[CH:39][N:40]=[C:41]([Cl:42])[C:36]3=[C:19]([C:20]3[CH:29]=[C:28]4[C:23]([CH:24]=[CH:25][C:26]([C:30]5[CH:35]=[CH:34][CH:33]=[CH:32][CH:31]=5)=[N:27]4)=[CH:22][CH:21]=3)[N:18]=2)[CH2:15][CH2:16]1)=[O:10])[C:2]1[CH:7]=[CH:6][CH:5]=[CH:4][CH:3]=1. Reactants: alkylated acetamide, CC1(C(NC2=CC(=C(C=C12)NC(C)=O)[N+](=O)[O-])=O)C (N-(3,3-dimethyl-6-nitro-2-oxo-2,3-dihydro-1H-indol-5-yl)-acetamide), C(Cl)Cl.CO (CH2Cl2 MeOH), BrCCCC=1C=NC=CC1 (3-(3-bromo-propyl)-pyridine), C(=O)([O-])[O-].[K+].[K+] (K2CO3). Run in Cl (hydrochloric acid), CC(C)O (2-propanol). Yields the product NC=1C=C2C(C(N(C2=CC1[N+](=O)[O-])CCCC=1C=NC=CC1)=O)(C)C (5-Amino-3,3-dimethyl-6-nitro-1-(3-pyridin-3-yl-propyl)-1,3-dihydro-indol-2-one). The yield is 24.7%. RXN SMILES: [CH3:1][C:2]1([CH3:19])[C:10]2[C:5](=[CH:6][C:7]([N+:15]([O-:17])=[O:16])=[C:8]([NH:11]C(=O)C)[CH:9]=2)[NH:4][C:3]1=[O:18].Br[CH2:21][CH2:22][CH2:23][C:24]1[CH:25]=[N:26][CH:27]=[CH:28][CH:29]=1.C([O-])([O-])=O.[K+].[K+].C(Cl)Cl.CO>CC(O)C.Cl>[NH2:11][C:8]1[CH:9]=[C:10]2[C:5](=[CH:6][C:7]=1[N+:15]([O-:17])=[O:16])[N:4]([CH2:21][CH2:22][CH2:23][C:24]1[CH:25]=[N:26][CH:27]=[CH:28][CH:29]=1)[C:3](=[O:18])[C:2]2([CH3:1])[CH3:19] |f:2.3.4,5.6|. Reported procedure: Analogously to general procedure (I) N-(3,3-dimethyl-6-nitro-2-oxo-2,3-dihydro-1H-indol-5-yl)-acetamide (1 g) is alkylated using 3-(3-bromo-propyl)-pyridine (3.04 g; 15.2 mmol) and K2CO3 (2.1 g; 15.2 mmol) at RT for 4 days. After aqueous work-up and flash chromatography on silica gel eluting with CH2Cl2/MeOH (30:1), the pure alkylated acetamide (425 mg; 1.11 mmol) is de-acetylated under reflux conditions in 2-propanol (1.2 ml) and hydrochloric acid (6 N; 3.7 ml). 5-Amino-3,3-dimethyl-6-nitro-1-(...